Dataset: the Open Reaction Database (ORD), a public repository of structured organic reaction records. Task: describe an organic reaction: reactants, conditions, products, and yield Reactants: N[C@@H](CC(=O)OC)C1=CC(=C(C=C1)OC)OC (Methyl (S)-3-amino-3-(3,4-dimethoxyphenyl)propionate), C([O-])([O-])=O.[Na+].[Na+] (sodium carbonate), C(=O)(OCC)N1C(C=2C(C1=O)=CC=CC2)=O (N-carboethoxyphthalimide). Yields the product C1(C=2C(C(N1[C@@H](CC(=O)OC)C1=CC(=C(C=C1)OC)OC)=O)=CC=CC2)=O (Methyl (S)-3-phthalimido-3-(3,4-dimethoxyphenyl)propionate). RXN SMILES: [NH2:1][C@H:2]([C:8]1[CH:13]=[CH:12][C:11]([O:14][CH3:15])=[C:10]([O:16][CH3:17])[CH:9]=1)[CH2:3][C:4]([O:6][CH3:7])=[O:5].C(=O)([O-])[O-].[Na+].[Na+].C(N1[C:33](=[O:34])[C:32]2=[CH:35][CH:36]=[CH:37][CH:38]=[C:31]2[C:30]1=[O:39])(OCC)=O>>[C:30]1(=[O:39])[N:1]([C@H:2]([C:8]2[CH:13]=[CH:12][C:11]([O:14][CH3:15])=[C:10]([O:16][CH3:17])[CH:9]=2)[CH2:3][C:4]([O:6][CH3:7])=[O:5])[C:33](=[O:34])[C:32]2=[CH:35][CH:36]=[CH:37][CH:38]=[C:31]12 |f:1.2.3|. Procedure: Methyl (S)-3-amino-3-(3,4-dimethoxyphenyl)propionate (0.45 g, 1.63 mmol), sodium carbonate (0.17 g, 1.63 mmol) and N-carboethoxyphthalimide (0.36 g, 1.63 mmol) were allowed to react according to the procedure of Example 85. Methyl (S)-3-phthalimido-3-(3,4-dimethoxyphenyl)propionate was obtained as a white powder, 0.51 g (85%); 1H NMR (DMSO-d6, 250 MHz)δ 7.87 (br s, 4H, Ar), 6.80-7.10 (m, 3H, Ar), 5.65 (dd, 1H, J1 =7 Hz, J2 =9 Hz), 3.73 (s, 3H, OCH3), 3.72 (s, 3H, OCH3), 3.55 (s, 3H, OCH3), 3.30-... The reactants are NC1=C(C=CC=C1)O (o-aminophenol), C(C=C)(=O)Cl (acryloyl chloride), [Cl-].[Li+] (lithium chloride), (meth)acrylamide, ( 1 ). Run in CN1C(CCC1)=O (N-methyl-2-pyrrolidone). The product is OC1=C(C=CC=C1)NC(C=C)=O (N-(2-hydroxyphenyl)acrylamide). As a reaction SMILES: [NH2:1][C:2]1[CH:7]=[CH:6][CH:5]=[CH:4][C:3]=1[OH:8].[C:9](Cl)(=[O:12])[CH:10]=[CH2:11].[Cl-].[Li+]>CN1CCCC1=O>[OH:8][C:3]1[CH:4]=[CH:5][CH:6]=[CH:7][C:2]=1[NH:1][C:9](=[O:12])[CH:10]=[CH2:11] |f:2.3|. Procedure: Among the (meth)acrylamide derivatives represented by the general formula (1), a compound (the above compound A-1) in which R1 is a hydrogen atom; R2 is an ethoxymethyl group; and R3 to R6 are a hydrogen atom can be synthesized, for example, by the following manner. In this manner, o-aminophenol is reacted with acryloyl chloride in N-methyl-2-pyrrolidone (NMP) in the presence of lithium chloride to obtain N-(2-hydroxyphenyl)acrylamide. N-(2-hydroxyphenyl)acrylamide is then reacted with chloromet... Starting materials: C(c1ccc(cc1)c1cccc(c1)[Cl])=O, CC1=CN=C(C=C1)N, [C-]#[N+]C1CCCCC1. Reagents/catalysts: O=C(O)C(F)(F)F (trifluoroacetic acid). Solvent: CC(C)O (isopropyl alcohol), CC(C)O (isopropylalcohol). Conditions: temperature 22 celsius, time 20 hour. Yields the product Cc1ccc2nc(c3ccc(cc3)c3cccc(c3)[Cl])c(NC3CCCCC3)n2c1. Isolated yield 15.1%. Reaction SMILES: CC1=CC=C(N)N=C1.[C-]#[N+]C1CCCCC1.ClC1=CC=CC(=C1)C1=CC=C(C=O)C=C1>>CC1=CN2C(C=C1)=NC(=C2NC1CCCCC1)C1=CC=C(C=C1)C1=CC(Cl)=CC=C1. Starting materials: C(CCCCCCCCCCC)S(=O)(=O)O (dodecane-1-sulphonic acid), CC(=O)N(CCCCCNC(=O)CCC(=O)N(CCCCCNC(=O)CCC(=O)N(CCCCCN)O)O)O (desferrioxamine-B). Product: C(CCCCCCCCCCC)S(=O)(=O)[O-] (dodecane-1-sulphonate), CC(=O)N(CCCCCNC(=O)CCC(=O)N(CCCCCNC(=O)CCC(=O)N(CCCCCN)O)O)O (desferrioxamine-B). RXN SMILES: [CH2:1]([S:13]([OH:16])(=[O:15])=[O:14])[CH2:2][CH2:3][CH2:4][CH2:5][CH2:6][CH2:7][CH2:8][CH2:9][CH2:10][CH2:11][CH3:12].[CH3:17][C:18]([N:20]([OH:55])[CH2:21][CH2:22][CH2:23][CH2:24][CH2:25][NH:26][C:27]([CH2:29][CH2:30][C:31]([N:33]([OH:54])[CH2:34][CH2:35][CH2:36][CH2:37][CH2:38][NH:39][C:40]([CH2:42][CH2:43][C:44]([N:46]([OH:53])[CH2:47][CH2:48][CH2:49][CH2:50][CH2:51][NH2:52])=[O:45])=[O:41])=[O:32])=[O:28])=[O:19]>>[CH2:1]([S:13]([O-:16])(=[O:14])=[O:15])[CH2:2][CH2:3][CH2:4][CH2:5][CH2:6][CH2:7][CH2:8][CH2:9][CH2:10][CH2:11][CH3:12].[CH3:17][C:18]([N:20]([OH:55])[CH2:21][CH2:22][CH2:23][CH2:24][CH2:25][NH:26][C:27]([CH2:29][CH2:30][C:31]([N:33]([OH:54])[CH2:34][CH2:35][CH2:36][CH2:37][CH2:38][NH:39][C:40]([CH2:42][CH2:43][C:44]([N:46]([OH:53])[CH2:47][CH2:48][CH2:49][CH2:50][CH2:51][NH2:52])=[O:45])=[O:41])=[O:32])=[O:28])=[O:19]. Procedure: Following a procedure analogous to that of Example 1, dodecane-1-sulphonic acid and desferrioxamine-B are reacted to give the dodecane-1-sulphonate salt of desferrioxamine-B, Mp 151° C. C37H74O11N6S Calcd C: 54.79%, H: 9.20%, N: 10.36%, S: 3.95%; Found C: 54.74%, H: 9.15%, N: 10.21%, S: 4.07%. Starting materials: NC1=CC=C(C=C1)C1=N[C@H]2CCN(C[C@H]2C2=C1C=C(C(=C2)OC)OC)C (cis-6-(4-aminophenyl)-8,9-dimethoxy-2-methyl-1,2,3,4,4a,10b-hexahydro-benzo[c][1,6] naphthyridine), C(=O)O (formic acid). Product: C(=O)NC1=CC=C(C=C1)C1=N[C@H]2CCN(C[C@H]2C2=C1C=C(C(=C2)OC)OC)C (Cis-6-(4-formamidophenyl)-8,9-dimethoxy-2-methyl-1,2,3,4,4a,10b-hexahydro-benzo[c][1,6]naphthyridine). Reaction SMILES: [NH2:1][C:2]1[CH:7]=[CH:6][C:5]([C:8]2[C:17]3[CH:18]=[C:19]([O:24][CH3:25])[C:20]([O:22][CH3:23])=[CH:21][C:16]=3[C@H:15]3[C@H:10]([CH2:11][CH2:12][N:13]([CH3:26])[CH2:14]3)[N:9]=2)=[CH:4][CH:3]=1.[CH:27](O)=[O:28]>>[CH:27]([NH:1][C:2]1[CH:7]=[CH:6][C:5]([C:8]2[C:17]3[CH:18]=[C:19]([O:24][CH3:25])[C:20]([O:22][CH3:23])=[CH:21][C:16]=3[C@H:15]3[C@H:10]([CH2:11][CH2:12][N:13]([CH3:26])[CH2:14]3)[N:9]=2)=[CH:4][CH:3]=1)=[O:28]. Procedure details: 2,1 g of cis-6-(4-aminophenyl)-8,9-dimethoxy-2-methyl-1,2,3,4,4a,10b-hexahydro-benzo[c][1,6] naphthyridine are heated to 100° for 21/2 hours in 50 ml of 90% formic acid. The reaction solution is evaporated to dryness in a vacuum, the resulting residue is made alkaline with a dilute potash solution and this aqueous phase is extracted with methylene chloride. After drying and concentrating the organic phase by evaporation, the title compound is obtained as a yellow oil and crystallizes after the a... Starting materials: ClC1=CC=C(C=O)C=C1 (p-Chlorobenzaldehyde), ClC1=CC=C(CC(CCC(=O)O)(C(C)=O)C2=CC=CC=C2)C=C1 (4-(p-chlorobenzyl)-4-phenyl-5-oxohexanoic acid), [OH-].[Na+] (sodium hydroxide). The solvent is C(C)O (ethanol), O (water), O (water). The product is ClC1=CC=C(CC(CCC(=O)O)(C(C=CC2=CC=C(C=C2)Cl)=O)C2=CC=CC=C2)C=C1 (4-(p-Chlorobenzyl)-4-phenyl-5-oxo-7-(p-chlorophenyl)-6-heptenoic Acid). As a reaction SMILES: [Cl:1][C:2]1[CH:9]=[CH:8][C:5]([CH:6]=O)=[CH:4][CH:3]=1.[Cl:10][C:11]1[CH:32]=[CH:31][C:14]([CH2:15][C:16]([C:25]2[CH:30]=[CH:29][CH:28]=[CH:27][CH:26]=2)([C:22](=[O:24])[CH3:23])[CH2:17][CH2:18][C:19]([OH:21])=[O:20])=[CH:13][CH:12]=1.[OH-].[Na+]>C(O)C.O>[Cl:10][C:11]1[CH:12]=[CH:13][C:14]([CH2:15][C:16]([C:25]2[CH:26]=[CH:27][CH:28]=[CH:29][CH:30]=2)([C:22](=[O:24])[CH:23]=[CH:6][C:5]2[CH:8]=[CH:9][C:2]([Cl:1])=[CH:3][CH:4]=2)[CH2:17][CH2:18][C:19]([OH:21])=[O:20])=[CH:31][CH:32]=1 |f:2.3|. Procedure details: p-Chlorobenzaldehyde (2.81 g., 0.02 mole) in ethanol (10 ml.) is added to a solution of 4-(p-chlorobenzyl)-4-phenyl-5-oxohexanoic acid (3.0 g., .009 mole) and sodium hydroxide (0.56 g., 0.014 mole) in water (50 ml.). The resulting mixture is heated on a steam bath for 24 hours. The reaction solution is cooled to room temperature, diluted with water (200 ml.), and extracted with ether to remove the excess p-chlorobenzaldehyde. Ether is expelled from the aqueous phase by warming. The solution is c...